This data is from the Open Reaction Database (ORD), a public repository of structured organic reaction records. The task is: describe an organic reaction: reactants, conditions, products, and yield The reactants are IC=1C=C(C=C(C1)I)[N+](=O)[O-] (3,5-diiodonitrobenzene), stannous chloride. The solvent is C(C)O (ethanol). Product: IC=1C=C(N)C=C(C1)I (3,5-diiodoaniline). The yield is 61.9%. RXN SMILES: [I:1][C:2]1[CH:3]=[C:4]([N+:9]([O-])=O)[CH:5]=[C:6]([I:8])[CH:7]=1>C(O)C>[I:1][C:2]1[CH:3]=[C:4]([CH:5]=[C:6]([I:8])[CH:7]=1)[NH2:9]. Procedure: A mixture of 61.5 g (0.164M) of 3,5-diiodonitrobenzene and 111.1 g (0.4924M) of stannous chloride in 900 mL of ethanol was heated to reflux 1.5 hrs under nitrogen. The reaction mixture was cooled and most of the solvent was removed in vacuo. The residue was partitioned between ethyl acetate and excess ice-cold 5N sodium hydroxide and ice. The organic phase was separated, washed with sat'd sodium chloride solution, and dried over anhyd. magnesium sulfate. Solvent removal afforded a crude oil whic... Starting materials: C(CCC)[Sn](C1=NC=CC=N1)(CCCC)CCCC (2-(tributylstannyl)pyrimidine), FC=1C=CC(=C(C(=O)N2[C@@H]([C@@H](CCC2)C)CN2C(C3=CC=CC=C3C2=O)=O)C1)I (2-(((2S,3R)-1-(5-Fluoro-2-iodobenzoyl)-3-methylpiperidin-2-yl)methyl)isoindoline-1,3-dione), [F-].[Cs+] (CsF). Reagents/catalysts: C=1C=CC(=CC1)[P](C=2C=CC=CC2)(C=3C=CC=CC3)[Pd]([P](C=4C=CC=CC4)(C=5C=CC=CC5)C=6C=CC=CC6)([P](C=7C=CC=CC7)(C=8C=CC=CC8)C=9C=CC=CC9)[P](C=1C=CC=CC1)(C=1C=CC=CC1)C=1C=CC=CC1 (Pd(PPh3)4), [Cu]I (CuI). The solvent is CCOC(=O)C (EtOAc), CN(C)C=O (DMF). Reaction conditions: temperature 105 celsius. Yields the product FC=1C=CC(=C(C(=O)N2[C@@H]([C@@H](CCC2)C)CN2C(C3=CC=CC=C3C2=O)=O)C1)C1=NC=CC=N1 (2-(((2S,3R)-1-(5-fluoro-2-(pyrimidin-2-yl)benzoyl)-3-methylpiperidin-2-yl)methyl)isoindoline-1,3-dione). Isolated yield 56.9%. As a reaction SMILES: [F:1][C:2]1[CH:3]=[CH:4][C:5](I)=[C:6]([CH:28]=1)[C:7]([N:9]1[CH2:14][CH2:13][CH2:12][C@@H:11]([CH3:15])[C@H:10]1[CH2:16][N:17]1[C:25](=[O:26])[C:24]2[C:19](=[CH:20][CH:21]=[CH:22][CH:23]=2)[C:18]1=[O:27])=[O:8].[F-].[Cs+].C([Sn](CCCC)(CCCC)[C:37]1[N:42]=[CH:41][CH:40]=[CH:39][N:38]=1)CCC>CN(C=O)C.CCOC(C)=O.[Cu]I.C1C=CC([P]([Pd]([P](C2C=CC=CC=2)(C2C=CC=CC=2)C2C=CC=CC=2)([P](C2C=CC=CC=2)(C2C=CC=CC=2)C2C=CC=CC=2)[P](C2C=CC=CC=2)(C2C=CC=CC=2)C2C=CC=CC=2)(C2C=CC=CC=2)C2C=CC=CC=2)=CC=1>[F:1][C:2]1[CH:3]=[CH:4][C:5]([C:37]2[N:42]=[CH:41][CH:40]=[CH:39][N:38]=2)=[C:6]([CH:28]=1)[C:7]([N:9]1[CH2:14][CH2:13][CH2:12][C@@H:11]([CH3:15])[C@H:10]1[CH2:16][N:17]1[C:25](=[O:26])[C:24]2[C:19](=[CH:20][CH:21]=[CH:22][CH:23]=2)[C:18]1=[O:27])=[O:8] |f:1.2,^1:67,69,88,107|. Procedure: A suspension of the product of Step 228a (537 mg, 1.05 mmol), CsF (322 mg, 2.13 mmol), and CuI (40 mg, 0.210 mmol) in anhydrous DMF (5 mL) was flushed with argon gas for 10 min, then 2-(tributylstannyl)pyrimidine (582 mg, 1.58 mmol) and Pd(PPh3)4 (122 mg, 0.105 mmol) were added at rt. The reaction mixture was then heated to 105° C. under nitrogen for 16 h. After this time, the reaction mixture was cooled to rt, diluted with EtOAc (100 mL), and filtered through a short pad of diatomaceous earth. ... Reactants: N1C=CC2=CC(=CC=C12)C=1N(N=C2C(=CC=CC12)C(F)(F)F)CC1=C(C=C(C=C1F)F)F (3-(1H-indol-5-yl)-2-(2,4,6-trifluorobenzyl)-7-(trifluoromethyl)-2H-indazole), [H-].[Na+] (sodium hydride), ClC1=C(CBr)C=CC(=C1)Cl (2,4-dichlorobenzyl bromide). Run in CN(C)C=O (DMF). Reaction conditions: time 8 hour. Product: ClC1=C(CN2C=CC3=CC(=CC=C23)C=2N(N=C3C(=CC=CC23)C(F)(F)F)CC2=C(C=C(C=C2F)F)F)C=CC(=C1)Cl (3-[1-(2,4-DICHLOROBENZYL)-1H-INDOL-5-YL]-2-(2,4,6-TRIFLUOROBENZYL)-7-(TRIFLUOROMETHYL)-2H-INDAZOLE). As a reaction SMILES: [NH:1]1[C:9]2[C:4](=[CH:5][C:6]([C:10]3[N:11]([CH2:23][C:24]4[C:29]([F:30])=[CH:28][C:27]([F:31])=[CH:26][C:25]=4[F:32])[N:12]=[C:13]4[C:18]=3[CH:17]=[CH:16][CH:15]=[C:14]4[C:19]([F:22])([F:21])[F:20])=[CH:7][CH:8]=2)[CH:3]=[CH:2]1.[H-].[Na+].[Cl:35][C:36]1[CH:43]=[C:42]([Cl:44])[CH:41]=[CH:40][C:37]=1[CH2:38]Br>CN(C=O)C>[Cl:35][C:36]1[CH:43]=[C:42]([Cl:44])[CH:41]=[CH:40][C:37]=1[CH2:38][N:1]1[C:9]2[C:4](=[CH:5][C:6]([C:10]3[N:11]([CH2:23][C:24]4[C:25]([F:32])=[CH:26][C:27]([F:31])=[CH:28][C:29]=4[F:30])[N:12]=[C:13]4[C:18]=3[CH:17]=[CH:16][CH:15]=[C:14]4[C:19]([F:22])([F:21])[F:20])=[CH:7][CH:8]=2)[CH:3]=[CH:2]1 |f:1.2|. Procedure: A solution of 3-(1H-indol-5-yl)-2-(2,4,6-trifluorobenzyl)-7-(trifluoromethyl)-2H-indazole (0.025 g, 0.056 mmol) and sodium hydride (60% in oil, 0.003 g, 0.07 mmol) in 1 mL DMF was stirred at ambient temperature under nitrogen for 20 minutes. 2,4-dichlorobenzyl bromide (0.081 g, 0.42 mmol) was added to the reaction mixture, which was stirred overnight and then partitioned between EtOAc and H2O. The organic phase was concentrated and purified by normal phase HPLC (silica, hexane-EtOAc, 4:1) to pro... Starting materials: CC(=O)O, CCOC(C)=O, Cn1c(C(F)(F)F)cc(=O)n(-c2cc(Oc3ccc([N+](=O)[O-])c(OCc4ccccc4)n3)c(Cl)cc2F)c1=O, [Fe], O. Yields the product Cn1c(C(F)(F)F)cc(=O)n(-c2cc(Oc3ccc(N)c(OCc4ccccc4)n3)c(Cl)cc2F)c1=O. As a reaction SMILES: [CH3:41][C:42](=[O:43])[OH:44].[CH3:45][CH2:46][O:47][C:48](=[O:49])[CH3:50].[Cl:2][c:3]1[c:4]([O:5][c:6]2[cH:7][cH:8][c:9]([N+:20]([O-:21])=[O:22])[c:10]([O:12][CH2:13][c:14]3[cH:15][cH:16][cH:17][cH:18][cH:19]3)[n:11]2)[cH:23][c:24](-[n:28]2[c:29](=[O:40])[n:30]([CH3:39])[c:31]([C:35]([F:36])([F:37])[F:38])[cH:32][c:33]2=[O:34])[c:25]([F:27])[cH:26]1.[Fe:51].[OH2:1]>>[Cl:2][c:3]1[c:4]([O:5][c:6]2[cH:7][cH:8][c:9]([NH2:20])[c:10]([O:12][CH2:13][c:14]3[cH:15][cH:16][cH:17][cH:18][cH:19]3)[n:11]2)[cH:23][c:24](-[n:28]2[c:29](=[O:40])[n:30]([CH3:39])[c:31]([C:35]([F:36])([F:37])[F:38])[cH:32][c:33]2=[O:34])[c:25]([F:27])[cH:26]1.